This data is from the Open Reaction Database (ORD), a public repository of structured organic reaction records. The task is: describe an organic reaction: reactants, conditions, products, and yield Reactants: C1=CN(C=N1)C(=O)N2C=CN=C2 (CDI), N1=C(C=CC=C1)CN (C-pyridine-2-yl-methylamine), OC1CCC(CC1)CNC(=O)N1CCCC1 (pyrrolidine-1-carboxylic acid (4-hydroxy-cyclohexylmethyl)-amide), CI (methyl iodide). Run in C(C)#N (acetonitrile), O (water). Conditions: temperature 80 celsius, time 1 hour. Yields the product N1(CCCC1)C(=O)NCC1CCC(CC1)OC(NCC1=CC=NC=C1)=O (pyridin-4-ylmethyl-carbamic acid 4-{[(pyrrolidine-1-carbonyl)-amino]-methyl}-cyclohexyl ester). Isolated yield 25.0%. RXN SMILES: [OH:1][CH:2]1[CH2:7][CH2:6][CH:5]([CH2:8][NH:9][C:10]([N:12]2[CH2:16][CH2:15][CH2:14][CH2:13]2)=[O:11])[CH2:4][CH2:3]1.C1N=CN([C:22]([N:24]2C=N[CH:26]=[CH:25]2)=[O:23])C=1.CI.[N:31]1[CH:36]=[CH:35]C=[CH:33][C:32]=1CN>C(#N)C.O>[N:12]1([C:10]([NH:9][CH2:8][CH:5]2[CH2:6][CH2:7][CH:2]([O:1][C:22](=[O:23])[NH:24][CH2:25][C:26]3[CH:35]=[CH:36][N:31]=[CH:32][CH:33]=3)[CH2:3][CH2:4]2)=[O:11])[CH2:16][CH2:15][CH2:14][CH2:13]1. Procedure details: To a solution of 4-hydroxymethylcyclohexanol (2 mmol) in THF (10 mL) were added Ms-Cl (2.2 mmol) and triethylamine (3 mmol) at 0° C. and the resulting mixture was stirred for 2 hours. The reaction mixture was concentrated under reduced pressure, and the residue was dissolved in ethyl acetate and washed with water. The organic layer was dried over anhydrous magnesium sulfate, filtered and concentrated under reduced pressure. The residue was dissolved in 10 mL of DMF, and then NaN3(6 mmol) was add...